Dataset: the Open Reaction Database (ORD), a public repository of structured organic reaction records. Task: describe an organic reaction: reactants, conditions, products, and yield Starting materials: C(C1=CC=CC=C1)(=O)Cl (benzoyl chloride), BrC1=CC=2C3=C(C=NC2C=C1)NC(N3C3=CC=C(C=C3)C(C#N)(C)C)=O (2-(4-(8-bromo-2-oxo-2,3-dihydro-1H-imidazo[4,5-c]quinolin-1-yl)phenyl)-2-methylpropanenitrile), BrC1=CC=2C3=C(C=NC2C=C1)NC(N3C3=CC=C(C=C3)C(C#N)(C)C)=O (2-(4-(8-bromo-2-oxo-2,3-dihydro-1H-imidazo[4,5-c]quinolin-1-yl)phenyl)-2-methylpropanenitrile), [H-].[Na+] (Sodium hydride). The solvent is CN(C)C=O (DMF). Conditions: temperature 0 celsius. Product: C(C1=CC=CC=C1)(=O)N1C(N(C2=C1C=NC=1C=CC(=CC21)Br)C2=CC=C(C=C2)C(C#N)(C)C)=O (2-(4-(3-Benzoyl-8-bromo-2-oxo-2,3-dihydro-1H-imidazo[4,5-c]quinolin-1-yl)phenyl)-2-methylpropanenitrile). Reaction SMILES: [H-].[Na+].[Br:3][C:4]1[CH:13]=[CH:12][C:11]2[N:10]=[CH:9][C:8]3[NH:14][C:15](=[O:28])[N:16]([C:17]4[CH:22]=[CH:21][C:20]([C:23]([CH3:27])([CH3:26])[C:24]#[N:25])=[CH:19][CH:18]=4)[C:7]=3[C:6]=2[CH:5]=1.[C:29](Cl)(=[O:36])[C:30]1[CH:35]=[CH:34][CH:33]=[CH:32][CH:31]=1>CN(C=O)C>[C:29]([N:14]1[C:8]2[CH:9]=[N:10][C:11]3[CH:12]=[CH:13][C:4]([Br:3])=[CH:5][C:6]=3[C:7]=2[N:16]([C:17]2[CH:22]=[CH:21][C:20]([C:23]([CH3:26])([CH3:27])[C:24]#[N:25])=[CH:19][CH:18]=2)[C:15]1=[O:28])(=[O:36])[C:30]1[CH:35]=[CH:34][CH:33]=[CH:32][CH:31]=1 |f:0.1|. Procedure: Sodium hydride (30 mg, 0.75 mmol) was added to dry DMF (5 ml) in a nitrogen atmosphere. The reaction flask was cooled in an ice-bath to 0° C., and 2-(4-(8-bromo-2-oxo-2,3-dihydro-1H-imidazo[4,5-c]quinolin-1-yl)phenyl)-2-methylpropanenitrile (Intermediate 1, 100 mg, 0.25 mmol) was added. After 15 minutes benzoyl chloride (42 mg, 0.29 mmol) was added, and the reaction mixture was heated at 50° C. for 24 hours. The reaction mixture was concentrated in vacuum. The crude product was purified by colum... Reactants: CCO, CC1=CC(=O)C(C)(c2ccc(F)cc2)O1, [Cl-], [Na+], [Na+], [OH-], O=Cc1ccsc1. Yields the product CC1(c2ccc(F)cc2)OC(C=Cc2ccsc2)=CC1=O. Reaction SMILES: [CH3:27][CH2:28][OH:29].[CH3:8][C:9]1([c:16]2[cH:17][cH:18][c:19]([F:22])[cH:20][cH:21]2)[O:10][C:11]([CH3:15])=[CH:12][C:13]1=[O:14].[Cl-:26].[Na+:24].[Na+:25].[OH-:23].[s:1]1[cH:2][c:3]([CH:6]=[O:7])[cH:4][cH:5]1>>[s:1]1[cH:2][c:3]([CH:6]=[CH:15][C:11]2=[CH:12][C:13](=[O:14])[C:9]([CH3:8])([c:16]3[cH:17][cH:18][c:19]([F:22])[cH:20][cH:21]3)[O:10]2)[cH:4][cH:5]1. Starting materials: CCOC(=O)c1cc2c(O)cccc2[nH]1, C1CCOC1, CCOC(=O)N=NC(=O)OCC, c1ccc(P(c2ccccc2)c2ccccc2)cc1, OCc1ccco1. Yields the product CCOC(=O)c1cc2c(OCc3ccco3)cccc2[nH]1. As a reaction SMILES: [CH2:13]([CH3:14])[O:15][C:16](=[O:17])[c:18]1[nH:19][c:20]2[cH:21][cH:22][cH:23][c:24]([OH:27])[c:25]2[cH:26]1.[CH2:54]1[O:55][CH2:56][CH2:57][CH2:58]1.[O:1]=[C:2]([O:3][CH2:4][CH3:5])[N:6]=[N:7][C:8]([O:9][CH2:10][CH3:11])=[O:12].[c:28]1([P:29]([c:30]2[cH:31][cH:32][cH:33][cH:34][cH:35]2)[c:36]2[cH:37][cH:38][cH:39][cH:40][cH:41]2)[cH:42][cH:43][cH:44][cH:45][cH:46]1.[o:47]1[c:48]([CH2:52][OH:53])[cH:49][cH:50][cH:51]1>>[CH2:13]([CH3:14])[O:15][C:16](=[O:17])[c:18]1[nH:19][c:20]2[cH:21][cH:22][cH:23][c:24]([O:27][CH2:52][c:48]3[o:47][cH:51][cH:50][cH:49]3)[c:25]2[cH:26]1. Starting materials: Cc1ccnc(-c2sc(NC(=S)NC(=O)c3ccccc3)nc2C)c1, CO, Cl, [Na+], [OH-], O. Product: Cc1ccnc(-c2sc(NC(N)=S)nc2C)c1. RXN SMILES: [CH3:1][c:2]1[n:3][c:4]([NH:14][C:15](=[S:16])[NH:17][C:18](=[O:19])[c:20]2[cH:21][cH:22][cH:23][cH:24][cH:25]2)[s:5][c:6]1-[c:7]1[n:8][cH:9][cH:10][c:11]([CH3:13])[cH:12]1.[CH3:29][OH:30].[ClH:28].[Na+:27].[OH-:26].[OH2:31]>>[CH3:1][c:2]1[n:3][c:4]([NH:14][C:15](=[S:16])[NH2:17])[s:5][c:6]1-[c:7]1[n:8][cH:9][cH:10][c:11]([CH3:13])[cH:12]1.